This data is from the Open Reaction Database (ORD), a public repository of structured organic reaction records. The task is: describe an organic reaction: reactants, conditions, products, and yield Starting materials: C(C)OC(=O)C1(CC1)C1=CC=C(C=C1)C1=CC=C(C=C1)C1=C(C(=NO1)C)N (1-[4′-(4-amino-3-methyl-isoxazol-5-yl)-biphenyl-4-yl]-cyclopropanecarboxylic acid ethyl ester), BrC1=NC(=CC=C1)OCC (2-bromo-6-ethoxy-pyridine). Product: C(C)OC(=O)C1(CC1)C1=CC=C(C=C1)C1=CC=C(C=C1)C1=C(C(=NO1)C)NC1=NC(=CC=C1)OCC (1-{4′-[4-(6-Ethoxy-pyridin-2-ylamino)-3-methyl-isoxazol-5-yl]-biphenyl-4-yl}-cyclopropanecarboxylic acid ethyl ester). RXN SMILES: [CH2:1]([O:3][C:4]([C:6]1([C:9]2[CH:14]=[CH:13][C:12]([C:15]3[CH:20]=[CH:19][C:18]([C:21]4[O:25][N:24]=[C:23]([CH3:26])[C:22]=4[NH2:27])=[CH:17][CH:16]=3)=[CH:11][CH:10]=2)[CH2:8][CH2:7]1)=[O:5])[CH3:2].Br[C:29]1[CH:34]=[CH:33][CH:32]=[C:31]([O:35][CH2:36][CH3:37])[N:30]=1>>[CH2:1]([O:3][C:4]([C:6]1([C:9]2[CH:10]=[CH:11][C:12]([C:15]3[CH:20]=[CH:19][C:18]([C:21]4[O:25][N:24]=[C:23]([CH3:26])[C:22]=4[NH:27][C:29]4[CH:34]=[CH:33][CH:32]=[C:31]([O:35][CH2:36][CH3:37])[N:30]=4)=[CH:17][CH:16]=3)=[CH:13][CH:14]=2)[CH2:8][CH2:7]1)=[O:5])[CH3:2]. Reported procedure: Prepared according to the procedure described in Example 290, Step 1, using 1-[4′-(4-amino-3-methyl-isoxazol-5-yl)-biphenyl-4-yl]-cyclopropanecarboxylic acid ethyl ester and 2-bromo-6-ethoxy-pyridine.